Task: describe an organic reaction: reactants, conditions, products, and yield. Dataset: the Open Reaction Database (ORD), a public repository of structured organic reaction records The reactants are S(=O)(=O)(Cl)Cl (Sulfuryl chloride), C1(=CC=CC=C1)SCN1S(=O)(=O)C2=CC(=CC=C2C1=O)OCCOCCOC (2-phenylthiomethyl-6-[2-(2-methoxyethoxy)ethoxy]saccharin), CCCCCC (Hexane). Run in ClCCl (Dichloromethane), ClCCl (dichloromethane). Run at time 3 hour. Yields the product ClCN1S(=O)(=O)C2=CC(=CC=C2C1=O)OCCOCCOC (2-chloromethyl-6-[2-(2-methoxyethoxy)-ethoxy]saccharin). Isolated yield 87.0%. RXN SMILES: S(Cl)([Cl:4])(=O)=O.C1(S[CH2:13][N:14]2[C:24](=[O:25])[C:23]3[C:18](=[CH:19][C:20]([O:26][CH2:27][CH2:28][O:29][CH2:30][CH2:31][O:32][CH3:33])=[CH:21][CH:22]=3)[S:15]2(=[O:17])=[O:16])C=CC=CC=1.CCCCCC>ClCCl>[Cl:4][CH2:13][N:14]1[C:24](=[O:25])[C:23]2[C:18](=[CH:19][C:20]([O:26][CH2:27][CH2:28][O:29][CH2:30][CH2:31][O:32][CH3:33])=[CH:21][CH:22]=2)[S:15]1(=[O:17])=[O:16]. Procedure: Sulfuryl chloride (0.34 g) was added dropwise with stirring to a solution of 2-phenylthiomethyl-6-[2-(2-methoxyethoxy)ethoxy]saccharin (0.96 g) in dichloromethane. Stirring was continued at room temperature for three hours and the solution was stripped of volatiles. Dichloromethane was added and the solution was stripped again. Hexane was added to the residue and the mixture was stirred at room temperature overnight. The resulting white solid was collected and dried affording 2-chloromethyl-6-[2... Reactants: CC(COC1=C(C=CC=C1)C(C(=O)OC)=COC)=CCCC(=CC)C (methyl α-(2-(2,6-dimethylocta-2,6-dienyloxy)phenyl)-β-methoxyacrylate), [H][H] (hydrogen). Reagents/catalysts: [Pd] (palladium). Run in CO (methanol). Product: CC(COC1=C(C=CC=C1)C(C(=O)OC)=COC)CCCC(CC)C (Methyl α-(2-(2,6-dimethyloctanyloxy)phenyl)-β-methoxyacrylate). As a reaction SMILES: [CH3:1][C:2](=[CH:19][CH2:20][CH2:21][C:22]([CH3:25])=[CH:23][CH3:24])[CH2:3][O:4][C:5]1[CH:10]=[CH:9][CH:8]=[CH:7][C:6]=1[C:11](=[CH:16][O:17][CH3:18])[C:12]([O:14][CH3:15])=[O:13].[H][H]>CO.[Pd]>[CH3:1][CH:2]([CH2:19][CH2:20][CH2:21][CH:22]([CH3:25])[CH2:23][CH3:24])[CH2:3][O:4][C:5]1[CH:10]=[CH:9][CH:8]=[CH:7][C:6]=1[C:11](=[CH:16][O:17][CH3:18])[C:12]([O:14][CH3:15])=[O:13]. Procedure: 3.2 g of methyl α-(2-(2,6-dimethylocta-2,6-dienyloxy)phenyl)-β-methoxyacrylate are dissolved in 70 ml of methanol, and 0.2 g of palladium on active carbon is added. At room temperature, hydrogen is passed with stirring through the suspension until no further gas is absorbed. The solution is separated from the catalyst and evaporated. This give 3.1 g of an oil.